From a dataset of the Open Reaction Database (ORD), a public repository of structured organic reaction records. describe an organic reaction: reactants, conditions, products, and yield Reactants: COC(C(C)(C)N1C=NC(=C1)NC(C(CCC)N)=O)=O (2-[4-(2-Amino-pentanoylamino)-imidazol-1-yl]-2-methyl-propionic acid methyl ester), FC=1C=C2CCC(CC2=C(C1)F)=O (6,8-Difluoro-3,4-dihydro-1H-naphthalen-2-one). Yields the product COC(C(C)(C)N1C=NC(=C1)NC(C(CCC)NC1CC2=C(C=C(C=C2CC1)F)F)=O)=O (2-{4-[2-(6,8-Difluoro-1,2,3,4-tetrahydro-naphthalen-2-ylamino)-pentanoylamino]-imidazol-1-yl}-2-methyl-propionic acid methyl ester). RXN SMILES: [CH3:1][O:2][C:3](=[O:20])[C:4]([N:7]1[CH:11]=[C:10]([NH:12][C:13](=[O:19])[CH:14]([NH2:18])[CH2:15][CH2:16][CH3:17])[N:9]=[CH:8]1)([CH3:6])[CH3:5].[F:21][C:22]1[CH:23]=[C:24]2[C:29](=[C:30]([F:32])[CH:31]=1)[CH2:28][C:27](=O)[CH2:26][CH2:25]2>>[CH3:1][O:2][C:3](=[O:20])[C:4]([N:7]1[CH:11]=[C:10]([NH:12][C:13](=[O:19])[CH:14]([NH:18][CH:27]2[CH2:26][CH2:25][C:24]3[C:29](=[C:30]([F:32])[CH:31]=[C:22]([F:21])[CH:23]=3)[CH2:28]2)[CH2:15][CH2:16][CH3:17])[N:9]=[CH:8]1)([CH3:5])[CH3:6]. Procedure details: 2-[4-(2-Amino-pentanoylamino)-imidazol-1-yl]-2-methyl-propionic acid methyl ester was reacted with 6,8-Difluoro-3,4-dihydro-1H-naphthalen-2-one to provide the title compound: C13 NMR (100 MHz, CD3OH) 13.0, 18.1, 24.5, 25.4, 25.8, 27.5, 32.8, 53.1, 53.2, 57.9, 64.7, 100.8, 101.1, 109.9, 110.4, 110.8, 115.8, 128.4, 131.6, 132.3, 139.1, 139.3, 159.5, 160.2, 166.8, 171.2; MS 449.3 m/z (M+1). The reactants are Cl.COC(=O)C=1N(C2=CC(=CC=C2C(C1CN)=O)Cl)C1=CC=CC=C1 (3-aminomethyl-7-chloro-4-oxo-1-phenyl-1,4-dihydro-quinoline-2-carboxylic acid methyl ester hydrochloride), C(C1=CC=CC=C1)(=O)Cl (benzoyl chloride). The product is COC(=O)C=1N(C2=CC=CC=C2C(C1CNC(C1=CC=CC=C1)=O)=O)C1=CC=CC=C1 (3-(Benzoylamino-methyl)-4-oxo-1-phenyl-1,4-dihydro-quinoline-2-carboxylic acid methyl ester). Reaction SMILES: Cl.[CH3:2][O:3][C:4]([C:6]1[N:7]([C:20]2[CH:25]=[CH:24][CH:23]=[CH:22][CH:21]=2)[C:8]2[C:13]([C:14](=[O:18])[C:15]=1[CH2:16][NH2:17])=[CH:12][CH:11]=[C:10](Cl)[CH:9]=2)=[O:5].[C:26](Cl)(=[O:33])[C:27]1[CH:32]=[CH:31][CH:30]=[CH:29][CH:28]=1>>[CH3:2][O:3][C:4]([C:6]1[N:7]([C:20]2[CH:25]=[CH:24][CH:23]=[CH:22][CH:21]=2)[C:8]2[C:13]([C:14](=[O:18])[C:15]=1[CH2:16][NH:17][C:26](=[O:33])[C:27]1[CH:32]=[CH:31][CH:30]=[CH:29][CH:28]=1)=[CH:12][CH:11]=[CH:10][CH:9]=2)=[O:5] |f:0.1|. Procedure: 3-(Benzoylamino-methyl)-4-oxo-1-phenyl-1,4-dihydro-quinoline-2-carboxylic acid methyl ester was prepared starting from an over-reduced batch of intermediate I and benzoyl chloride. MS calcd. for C25H21N2O4 [(M+H)+] 413.1, obsd. 412.9 Starting materials: CO, CCCOC(=O)c1cc(C=O)ccc1OCCC, Cl, [Na+], C1CCOC1, [OH-], O. Product: CCCOc1ccc(C=O)cc1C(=O)O. Reaction SMILES: [CH3:23][OH:24].[CH:1](=[O:2])[c:3]1[cH:4][cH:5][c:6]([O:15][CH2:16][CH2:17][CH3:18])[c:7]([C:8](=[O:9])[O:10][CH2:11][CH2:12][CH3:13])[cH:14]1.[ClH:21].[Na+:20].[O:25]1[CH2:26][CH2:27][CH2:28][CH2:29]1.[OH-:19].[OH2:22]>>[CH:1](=[O:2])[c:3]1[cH:4][cH:5][c:6]([O:15][CH2:16][CH2:17][CH3:18])[c:7]([C:8](=[O:9])[OH:10])[cH:14]1.